From a dataset of the Open Reaction Database (ORD), a public repository of structured organic reaction records. describe an organic reaction: reactants, conditions, products, and yield Reactants: [H-].[Na+] (sodium hydride), C1(CC1)NC=C(C(=O)OCC)C(C1=C(C(=C(C(=C1)F)F)OC)F)=O (ethyl 3-cyclopropylamino-2-(3-methoxy-2,4,5-trifluorobenzoyl)acrylate), Cl (hydrochloric acid). Run in O1CCCC1 (tetrahydrofuran). Run at time 30 minute. Yields the product C1(CC1)N1C=C(C(C2=CC(=C(C(=C12)OC)F)F)=O)C(=O)OCC (ethyl 1-cyclopropyl-6,7-difluoro-8-methoxy-1,4-dihydro-4-oxoquinoline-3-carboxylate). Isolated yield 73.4%. RXN SMILES: [H-].[Na+].[CH:3]1([NH:6][CH:7]=[C:8]([C:14](=[O:26])[C:15]2[CH:20]=[C:19]([F:21])[C:18]([F:22])=[C:17]([O:23][CH3:24])[C:16]=2F)[C:9]([O:11][CH2:12][CH3:13])=[O:10])[CH2:5][CH2:4]1.Cl>O1CCCC1>[CH:3]1([N:6]2[C:16]3[C:15](=[CH:20][C:19]([F:21])=[C:18]([F:22])[C:17]=3[O:23][CH3:24])[C:14](=[O:26])[C:8]([C:9]([O:11][CH2:12][CH3:13])=[O:10])=[CH:7]2)[CH2:5][CH2:4]1 |f:0.1|. Procedure details: 150 mg (0.0035 mole) of sodium hydride (as a 60% w/w dispersion in mineral oil) were added to a solution of 1.20 g (0.0035 mole) of ethyl 3-cyclopropylamino-2-(3-methoxy-2,4,5-trifluorobenzoyl)acrylate (XXXI) [prepared as described in Step (E11) above] in 30 ml of anhydrous tetrahydrofuran, and the mixture was stirred at room temperature for 30 minutes. At the end of this time, the reaction mixture was acidified by adding 1N aqueous hydrochloric acid, and the mixture was extracted with ethyl ace...